Dataset: the Open Reaction Database (ORD), a public repository of structured organic reaction records. Task: describe an organic reaction: reactants, conditions, products, and yield Reagents/catalysts: Cl[Pd]([P](C1=CC=CC=C1)(C2=CC=CC=C2)C3=CC=CC=C3)([P](C4=CC=CC=C4)(C5=CC=CC=C5)C6=CC=CC=C6)Cl (bis(triphenylphosphine)palladium(II) dichloride). Isolated yield 21.2%. RXN SMILES: [CH3:1][O:2][C:3]([C:5]1[C:10](Cl)=[C:9]([NH:12][C:13](=[O:15])[CH3:14])[CH:8]=[C:7]([C:16]2[CH:21]=[CH:20][C:19]([Cl:22])=[C:18]([O:23][CH3:24])[C:17]=2[F:25])[N:6]=1)=[O:4].[CH3:26][Si:27]([CH3:44])([CH3:43])[C:28]#[C:29][Sn](CCCC)(CCCC)CCCC>ClCCCl.Cl[Pd](Cl)([P](C1C=CC=CC=1)(C1C=CC=CC=1)C1C=CC=CC=1)[P](C1C=CC=CC=1)(C1C=CC=CC=1)C1C=CC=CC=1>[CH3:1][O:2][C:3]([C:5]1[C:10]([C:29]#[C:28][Si:27]([CH3:44])([CH3:43])[CH3:26])=[C:9]([NH:12][C:13](=[O:15])[CH3:14])[CH:8]=[C:7]([C:16]2[CH:21]=[CH:20][C:19]([Cl:22])=[C:18]([O:23][CH3:24])[C:17]=2[F:25])[N:6]=1)=[O:4] |^1:51,70|. Reactants: COC(=O)C1=NC(=CC(=C1Cl)NC(C)=O)C1=C(C(=C(C=C1)Cl)OC)F (4-Acetylamino-3-chloro-6-(4-chloro-2-fluoro-3-methoxyphenyl)-pyridine-2-carboxylic acid methyl ester), C[Si](C#C[Sn](CCCC)(CCCC)CCCC)(C)C (trimethyl((tributylstannyl)ethynyl)silane). Reaction conditions: temperature 130 celsius. Reported procedure: 4-Acetylamino-3-chloro-6-(4-chloro-2-fluoro-3-methoxyphenyl)-pyridine-2-carboxylic acid methyl ester (0.8 g, 2.061 mmol), trimethyl((tributylstannyl)ethynyl)silane (1.596 g, 4.12 mmol), and bis(triphenylphosphine)palladium(II) dichloride (0.145 g, 0.206 mmol) were combined in 1,2-dichloroethane (2 mL) and heated in a CEM microwave reactor at 130° C. for 15 min. The cooled reaction mixture was purified by flash chromatography on silica gel (hexane/ethyl acetate gradient) to yield the title compou... Run in ClCCCl (1,2-dichloroethane). Yields the product COC(=O)C1=NC(=CC(=C1C#C[Si](C)(C)C)NC(C)=O)C1=C(C(=C(C=C1)Cl)OC)F (4-Acetylamino-6-(4-chloro-2-fluoro-3-methoxyphenyl)-3-trimethylsilanylethynylpyridine-2-carboxylic acid methyl ester). Reactants: ClC1=C(C#N)C=CC(=C1C)N1C(N2[C@H]([C@H]1C(C)C)[C@@H](CC2)O[Si](C)(C)C(C)(C)C)=O ((1R,7R,7aR)-2-Chloro-4-(7-tert-butyl-dimethylsilanyloxy-1-isopropyl-3-oxohexahydropyrrolo[1,2-c]imidazol-2-yl)-3-methylbenzonitrile), CCCC[N+](CCCC)(CCCC)CCCC.[F-] (TBAF), [Cl-].[NH4+] (ammonium chloride), CCOC(=O)C (EtOAc). Run in C1CCOC1 (THF), C1CCOC1 (THF). Reaction conditions: time 45 minute. Yields the product ClC1=C(C#N)C=CC(=C1C)N1C(N2[C@H]([C@H]1C(C)C)[C@@H](CC2)O)=O ((1R,7R,7aR)-2-Chloro-4-(7-hydroxy-1-isopropyl-3-oxohexahydropyrrolo[1,2-c]imidazol-2-yl)-3-methylbenzonitrile). Yield: 91.1%. As a reaction SMILES: [Cl:1][C:2]1[C:9]([CH3:10])=[C:8]([N:11]2[C@H:15]([CH:16]([CH3:18])[CH3:17])[C@@H:14]3[C@H:19]([O:22][Si](C(C)(C)C)(C)C)[CH2:20][CH2:21][N:13]3[C:12]2=[O:30])[CH:7]=[CH:6][C:3]=1[C:4]#[N:5].CCCC[N+](CCCC)(CCCC)CCCC.[F-].[Cl-].[NH4+].CCOC(C)=O>C1COCC1>[Cl:1][C:2]1[C:9]([CH3:10])=[C:8]([N:11]2[C@H:15]([CH:16]([CH3:18])[CH3:17])[C@@H:14]3[C@H:19]([OH:22])[CH2:20][CH2:21][N:13]3[C:12]2=[O:30])[CH:7]=[CH:6][C:3]=1[C:4]#[N:5] |f:1.2,3.4|. Procedure: To 71C (2.00 g, 4.47 mmol) in THF (45 mL) was added a 1 M THF solution of TBAF (4.47 mL, 4.47 mmol). After stirring at rt for 45 min, saturated aqueous ammonium chloride and EtOAc were added and the layers were separated. The organic layer was washed with brine then dried (MgSO4), filtered and concentrated. The resulting residue was purified via flash chromatography eluting with 75-100% EtOAc/hexane to provide the title compound (1.36 g) which contained a minor impurity (6.76%). To obtain an ana... Starting materials: C(=S)(N1C=NC=C1)N1C=NC=C1 (1,1'-thiocarbonyldiimidazole), NC1=NC=CC=C1 (2-aminopyridine). Run in C(C)#N (acetonitrile). The product is N1=C(C=CC=C1)NC(=S)N1C=NC=C1 (1-[(2-pyridyl)thiocarbamoyl]imidazole). Isolated yield 133.2%. Reaction SMILES: [C:1]([N:8]1[CH:12]=[CH:11][N:10]=[CH:9]1)([N:3]1[CH:7]=[CH:6][N:5]=[CH:4]1)=[S:2].N[C:14]1[CH:19]=CC=CN=1>C(#N)C>[N:10]1[CH:11]=[CH:12][CH:19]=[CH:14][C:9]=1[NH:8][C:1]([N:3]1[CH:7]=[CH:6][N:5]=[CH:4]1)=[S:2]. Reported procedure: A solution of 1,1'-thiocarbonyldiimidazole (9.9 g, 50 mmol) and 2-aminopyridine (4.75 g, 50 mmol) in acetonitrile (50 mL) was stirred at room temperature for 72 h. The resulting solution was evaporated to a black oil and triturated with hexane. The remaining oily residue was placed under vacuum to provide 13.6 g of crude titled product as a black solid: Reactants: Cn1nnnc1S, O=C(CCl)NCC=CCOc1cc(CN2CCCCC2)ccn1. As a reaction SMILES: [CH3:24][n:25]1[n:26][n:27][n:28][c:29]1[SH:30].[N:1]1([CH2:7][c:8]2[cH:9][c:10]([O:14][CH2:15][CH:16]=[CH:17][CH2:18][NH:19][C:20]([CH2:21][Cl:22])=[O:23])[n:11][cH:12][cH:13]2)[CH2:2][CH2:3][CH2:4][CH2:5][CH2:6]1>>[N:1]1([CH2:7][c:8]2[cH:9][c:10]([O:14][CH2:15][CH:16]=[CH:17][CH2:18][NH:19][C:20]([CH2:21][S:30][c:29]3[n:25]([CH3:24])[n:26][n:27][n:28]3)=[O:23])[n:11][cH:12][cH:13]2)[CH2:2][CH2:3][CH2:4][CH2:5][CH2:6]1. Product: Cn1nnnc1SCC(=O)NCC=CCOc1cc(CN2CCCCC2)ccn1. Starting materials: N(=O)[O-].[Na+] (sodium nitrite), [N-]=[N+]=[N-].[Na+] (Sodium azide), Cl(=O)(=O)[O-].[Na+] (sodium chlorate), ferric chloride, COC=1C=C(C=CC1OC)C(C=CC(=O)OCC)=O (ethyl 4-(3,4-dimethoxyphenyl)-4-oxo-2-butenoate), S(O)(O)(=O)=O (sulfuric acid). Run in O (water), C(C)#N (acetonitrile), C(C)(=O)OCC (ethyl acetate), CN(C=O)C (N,N-dimethylformamide), CN(C=O)C (N,N-dimethylformamide). Conditions: temperature 40 celsius, time 1 hour. The product is COC=1C=C(C(=O)C2=C(N=NN2)C(=O)OCC)C=CC1OC (Ethyl 5-(3,4-dimethoxybenzoyl)-1H-1,2,3-triazole-4-carboxylate). Isolated yield 82.6%. RXN SMILES: [N-:1]=[N+:2]=[N-:3].[Na+].Cl([O-])(=O)=O.[Na+].[CH3:10][O:11][C:12]1[CH:13]=[C:14]([C:20](=[O:28])[CH:21]=[CH:22][C:23]([O:25][CH2:26][CH3:27])=[O:24])[CH:15]=[CH:16][C:17]=1[O:18][CH3:19].N([O-])=O.[Na+].S(=O)(=O)(O)O>O.C(OCC)(=O)C.C(#N)C.CN(C)C=O>[CH3:10][O:11][C:12]1[CH:13]=[C:14]([CH:15]=[CH:16][C:17]=1[O:18][CH3:19])[C:20]([C:21]1[NH:3][N:2]=[N:1][C:22]=1[C:23]([O:25][CH2:26][CH3:27])=[O:24])=[O:28] |f:0.1,2.3,5.6|. Procedure details: Sodium azide (4.87 g, 75 mmol), sodium chlorate (2.90 g, 27 mmol), and a 37% aqueous ferric chloride solution (1.49 g, 3 mmol) were added to N,N-dimethylformamide (36 mL), the mixed solution was heated to 40° C., and a mixed solution previously prepared by adding ethyl 4-(3,4-dimethoxyphenyl)-4-oxo-2-butenoate (18 g, 68 mmol) to N,N-dimethylformamide (36 mL) and then dissolving them each other at 50° C. was added dropwise thereto. After the completion of the dropwise addition, a reaction was all... The reactants are CCOCC, ClCCl, OCCN1CCOCC1, c1ccc(P(c2ccccc2)c2ccccc2)cc1, Oc1ccc(-c2n[nH]c3c2Cc2ccccc2-3)cc1. The product is c1ccc2c(c1)Cc1c(-c3ccc(OCCN4CCOCC4)cc3)n[nH]c1-2. As a reaction SMILES: [CH3:51][CH2:52][O:53][CH2:54][CH3:55].[Cl:48][CH2:49][Cl:50].[OH:20][CH2:21][CH2:22][N:23]1[CH2:24][CH2:25][O:26][CH2:27][CH2:28]1.[c:29]1([P:30]([c:31]2[cH:32][cH:33][cH:34][cH:35][cH:36]2)[c:37]2[cH:38][cH:39][cH:40][cH:41][cH:42]2)[cH:43][cH:44][cH:45][cH:46][cH:47]1.[nH:1]1[n:2][c:3](-[c:13]2[cH:14][cH:15][c:16]([OH:19])[cH:17][cH:18]2)[c:4]2[c:5]1-[c:6]1[cH:7][cH:8][cH:9][cH:10][c:11]1[CH2:12]2>>[nH:1]1[n:2][c:3](-[c:13]2[cH:14][cH:15][c:16]([O:19][CH2:21][CH2:22][N:23]3[CH2:24][CH2:25][O:26][CH2:27][CH2:28]3)[cH:17][cH:18]2)[c:4]2[c:5]1-[c:6]1[cH:7][cH:8][cH:9][cH:10][c:11]1[CH2:12]2. Reactants: C(C1=CC=CC=C1)OC(=O)C=1C=C(C=CC1)NC(NCC(=O)N1C(C(=O)OC(C)(C)C)CCC1C1=NC=CC=C1)=O (tert-butyl (2RS,5SR)-1-{2-[3-(3-benzyloxycarbonylphenyl)-ureido]acetyl}-5-(2-pyridyl)prolinate). The solvent is CO (methanol), [OH-].[K+] (potassium hydroxide). Yields the product C(C)(C)(C)OC(=O)C1N(C(CC1)C1=NC=CC=C1)C(CNC(NC=1C=C(C(=O)O)C=CC1)=O)=O ((2RS,5SR)-3-{3-[2-(2-tert-butoxycarbonyl-5-(2-pyridyl)-1-pyrrolidinyl)-2-oxoethyl]ureido}benzoic acid). The yield is 36.9%. RXN SMILES: C([O:8][C:9]([C:11]1[CH:12]=[C:13]([NH:17][C:18](=[O:41])[NH:19][CH2:20][C:21]([N:23]2[CH:34]([C:35]3[CH:40]=[CH:39][CH:38]=[CH:37][N:36]=3)[CH2:33][CH2:32][CH:24]2[C:25]([O:27][C:28]([CH3:31])([CH3:30])[CH3:29])=[O:26])=[O:22])[CH:14]=[CH:15][CH:16]=1)=[O:10])C1C=CC=CC=1>CO.[OH-].[K+]>[C:28]([O:27][C:25]([CH:24]1[CH2:32][CH2:33][CH:34]([C:35]2[CH:40]=[CH:39][CH:38]=[CH:37][N:36]=2)[N:23]1[C:21](=[O:22])[CH2:20][NH:19][C:18](=[O:41])[NH:17][C:13]1[CH:12]=[C:11]([CH:16]=[CH:15][CH:14]=1)[C:9]([OH:10])=[O:8])=[O:26])([CH3:31])([CH3:29])[CH3:30] |f:2.3|. Reported procedure: The operation is carried out in a fashion similar to that described in Example 9, but starting from 0.55 g of tert-butyl (2RS,5SR)-1-{2-[3-(3-benzyloxycarbonylphenyl)-ureido]acetyl}-5-(2-pyridyl)prolinate in solution in 20 cm3 of methanol and 10 cm3 of 0.1N aqueous potassium hydroxide solution. After treatment, 0.17 g of (2RS,5SR)-3-{3-[2-(2-tert-butoxycarbonyl-5-(2-pyridyl)-1-pyrrolidinyl)-2-oxoethyl]ureido}benzoic acid, melting at 174° C., is obtained. Reactants: Cc1cc(C)c(Br)c(C)c1, [Li]C(C)(C)C, COc1ccccn1, C1CCOC1, O=C1CCN(CC23CC(c4ccccc42)c2ccccc23)CC1, c1ccncc1. Product: COc1ncccc1C1(O)CCN(CC23CC(c4ccccc42)c2ccccc23)CC1. RXN SMILES: [Br:6][c:7]1[c:8]([CH3:9])[cH:10][c:11]([CH3:12])[cH:13][c:14]1[CH3:15].[C:1]([Li:2])([CH3:3])([CH3:4])[CH3:5].[CH3:16][O:17][c:18]1[n:19][cH:20][cH:21][cH:22][cH:23]1.[O:47]1[CH2:48][CH2:49][CH2:50][CH2:51]1.[cH:24]1[cH:25][cH:26][cH:27][c:28]2[c:37]1[C:36]1([CH2:39][N:40]3[CH2:41][CH2:42][C:43](=[O:46])[CH2:44][CH2:45]3)[c:35]3[c:30]([cH:31][cH:32][cH:33][cH:34]3)[CH:29]2[CH2:38]1.[cH:52]1[cH:53][cH:54][n:55][cH:56][cH:57]1>>[CH3:16][O:17][c:18]1[n:19][cH:20][cH:21][cH:22][c:23]1[C:43]1([OH:46])[CH2:42][CH2:41][N:40]([CH2:39][C:36]23[c:35]4[c:30]([cH:31][cH:32][cH:33][cH:34]4)[CH:29]([c:28]4[cH:27][cH:26][cH:25][cH:24][c:37]42)[CH2:38]3)[CH2:45][CH2:44]1. Starting materials: CC#N, CO, ClC(Cl)Cl, ClCCl, [O-][I+3]([O-])([O-])[O-], O=[N+]([O-])OCC(CCCCO)O[N+](=O)[O-], [Na+], O, O, O=[Ru]. Product: O=C(O)CCCC(CO[N+](=O)[O-])O[N+](=O)[O-]. As a reaction SMILES: [CH3:22][C:23]#[N:24].[CH3:36][OH:37].[CH:25]([Cl:26])([Cl:27])[Cl:28].[Cl:30][CH2:31][Cl:32].[I+3:16]([O-:17])([O-:18])([O-:19])[O-:20].[N+:1](=[O:2])([O:3][CH2:4][CH:5]([CH2:6][CH2:7][CH2:8][CH2:9][OH:10])[O:11][N+:12](=[O:13])[O-:14])[O-:15].[Na+:21].[OH2:29].[OH2:33].[Ru:34]=[O:35]>>[N+:1](=[O:2])([O:3][CH2:4][CH:5]([CH2:6][CH2:7][CH2:8][C:9](=[O:10])[OH:17])[O:11][N+:12](=[O:13])[O-:14])[O-:15]. Starting materials: COc1cc(F)c(C(OC)C(=O)NCc2ccc(C#N)cc2O)c(F)c1, O=C([O-])[O-], CNC(=O)CCl, [Cs+], [Cs+], CN(C)C=O. Yields the product CNC(=O)COc1cc(C#N)ccc1CNC(=O)C(OC)c1c(F)cc(OC)cc1F. RXN SMILES: [C:1](#[N:2])[c:3]1[cH:4][c:5]([OH:26])[c:6]([CH2:7][NH:8][C:9]([CH:10]([O:11][CH3:12])[c:13]2[c:14]([F:22])[cH:15][c:16]([O:20][CH3:21])[cH:17][c:18]2[F:19])=[O:23])[cH:24][cH:25]1.[C:27](=[O:28])([O-:29])[O-:30].[Cl:32][CH2:33][C:34](=[O:35])[NH:36][CH3:37].[Cs+:31].[Cs+:38].[O:39]=[CH:40][N:41]([CH3:42])[CH3:43]>>[C:1](#[N:2])[c:3]1[cH:4][c:5]([O:26][CH2:33][C:34](=[O:35])[NH:36][CH3:37])[c:6]([CH2:7][NH:8][C:9]([CH:10]([O:11][CH3:12])[c:13]2[c:14]([F:22])[cH:15][c:16]([O:20][CH3:21])[cH:17][c:18]2[F:19])=[O:23])[cH:24][cH:25]1.